Dataset: the Open Reaction Database (ORD), a public repository of structured organic reaction records. Task: describe an organic reaction: reactants, conditions, products, and yield The reactants are CS(=O)(=O)c1ccc(N2CCc3c(Cl)ncnc32)c(F)c1, OC1CCN(c2ncc(F)cn2)CC1, [H-], [Na+]. The product is CS(=O)(=O)c1ccc(N2CCc3c(OC4CCN(c5ncc(F)cn5)CC4)ncnc32)c(F)c1. RXN SMILES: [Cl:1][c:2]1[c:3]2[c:4]([n:5][cH:6][n:7]1)[N:8]([c:11]1[c:12]([F:21])[cH:13][c:14]([S:17](=[O:18])(=[O:19])[CH3:20])[cH:15][cH:16]1)[CH2:9][CH2:10]2.[F:24][c:25]1[cH:26][n:27][c:28]([N:31]2[CH2:32][CH2:33][CH:34]([OH:37])[CH2:35][CH2:36]2)[n:29][cH:30]1.[H-:23].[Na+:22]>>[c:2]1([O:37][CH:34]2[CH2:33][CH2:32][N:31]([c:28]3[n:27][cH:26][c:25]([F:24])[cH:30][n:29]3)[CH2:36][CH2:35]2)[c:3]2[c:4]([n:5][cH:6][n:7]1)[N:8]([c:11]1[c:12]([F:21])[cH:13][c:14]([S:17](=[O:18])(=[O:19])[CH3:20])[cH:15][cH:16]1)[CH2:9][CH2:10]2. Starting materials: COC=1C=C(C=CC1OC)C=1NC2=CC=CC=C2C1CCN (2-[2-(3,4-dimethoxyphenyl)-1H-indol-3-yl]-ethylamine), N1C=CC2=CC(=CC=C12)CCC(=O)O (3-(1H-indol-5-yl)propionic acid), ON1N=NC2=C1C=CC=C2 (1-hydroxy-benzotriazole), Cl.CN(CCCN=C=NCC)C (1-(3-dimethylaminopropyl)-3-ethylcarbodiimide hydrochloride). Conditions: time 23 minute. The product is COC=1C=C(C=CC1OC)C=1NC2=CC=CC=C2C1CCNC(CCC=1C=C2C=CNC2=CC1)=O (N-{2-[2-(3,4-dimethoxyphenyl)-1H-indol-3-yl]ethyl}-3-(1H-indol-5-yl)propionamide). Yield: 89.8%. Reaction SMILES: [NH:1]1[C:9]2[C:4](=[CH:5][C:6]([CH2:10][CH2:11][C:12]([OH:14])=O)=[CH:7][CH:8]=2)[CH:3]=[CH:2]1.ON1C2C=CC=CC=2N=N1.Cl.CN(C)CCCN=C=NCC.[CH3:37][O:38][C:39]1[CH:40]=[C:41]([C:47]2[NH:48][C:49]3[C:54]([C:55]=2[CH2:56][CH2:57][NH2:58])=[CH:53][CH:52]=[CH:51][CH:50]=3)[CH:42]=[CH:43][C:44]=1[O:45][CH3:46]>>[CH3:37][O:38][C:39]1[CH:40]=[C:41]([C:47]2[NH:48][C:49]3[C:54]([C:55]=2[CH2:56][CH2:57][NH:58][C:12](=[O:14])[CH2:11][CH2:10][C:6]2[CH:5]=[C:4]4[C:9](=[CH:8][CH:7]=2)[NH:1][CH:2]=[CH:3]4)=[CH:53][CH:52]=[CH:51][CH:50]=3)[CH:42]=[CH:43][C:44]=1[O:45][CH3:46] |f:2.3|. Reported procedure: To a solution of 3-(1H-indol-5-yl)propionic acid (50 mg in 2.5 mL N,N-dimethylformamide) at 0° C. was added 43 mg 1-hydroxy-benzotriazole followed by 71 mg 1-(3-dimethylaminopropyl)-3-ethylcarbodiimide hydrochloride and the mixture allowed to warm to room temperature. After 23 minutes, 155 mg of 2-[2-(3,4-dimethoxyphenyl)-1H-indol-3-yl]-ethylamine was added and the mixture stirred at room temperature for an additional hour. The reaction was then quenched by the addition of water and the mixture ... Reactants: solution, C(CCC)[Li] (n-butyllithium), CCCCCC (hexane), C(C)(C)(C)C1=C(C(C=N[C@@H]2[C@H](CCCC2)N=CC=2C(O)=C(C=C(C2)C(C)(C)C)C(C)(C)C)=CC(=C1)C(C)(C)C)O ((S,S)-(+)-N,N′-bis(3,5-di-tert-butylsalicylidene)-1,2-diaminocyclohexane), Cl[Ti](Cl)(Cl)Cl (TiCl4). Solvent: C(C)OCC (diethyl ether). Run at time 1.5 hour. Product: C(C)(C)(C)C1=C(C(C=N[C@@H]2[C@H](CCCC2)N=CC=2C(O)=C(C=C(C2)C(C)(C)C)C(C)(C)C)=CC(=C1)C(C)(C)C)O.[Cl-].[Cl-].[Ti+4] ((S,S)-(+)-N,N′-bis(3,5-di-tert-butylsalicylidene)-1,2-diaminocyclohexane titanium(IV) dichloride). As a reaction SMILES: C([Li])CCC.CCCCCC.[C:12]([C:16]1[CH:46]=[C:45]([C:47]([CH3:50])([CH3:49])[CH3:48])[CH:44]=[C:18]([CH:19]=[N:20][C@H:21]2[CH2:26][CH2:25][CH2:24][CH2:23][C@@H:22]2[N:27]=[CH:28][C:29]2[C:30](=[C:32]([C:40]([CH3:43])([CH3:42])[CH3:41])[CH:33]=[C:34]([C:36]([CH3:39])([CH3:38])[CH3:37])[CH:35]=2)[OH:31])[C:17]=1[OH:51])([CH3:15])([CH3:14])[CH3:13].[Cl:52][Ti:53](Cl)(Cl)Cl>C(OCC)C>[C:40]([C:32]1[CH:33]=[C:34]([C:36]([CH3:39])([CH3:38])[CH3:37])[CH:35]=[C:29]([CH:28]=[N:27][C@H:22]2[CH2:23][CH2:24][CH2:25][CH2:26][C@@H:21]2[N:20]=[CH:19][C:18]2[C:17](=[C:16]([C:12]([CH3:15])([CH3:14])[CH3:13])[CH:46]=[C:45]([C:47]([CH3:48])([CH3:49])[CH3:50])[CH:44]=2)[OH:51])[C:30]=1[OH:31])([CH3:41])([CH3:42])[CH3:43].[Cl-:52].[Cl-:52].[Ti+4:53] |f:5.6.7.8|. Procedure: 1.4 ml of a solution of n-butyllithium in hexane (3.6 mmol. 2.5M) was slowly added at room temperature to a solution of 1 g (1.8 mmol) of (S,S)-(+)-N,N′-bis(3,5-di-tert-butylsalicylidene)-1,2-diaminocyclohexane in 70 ml of diethyl ether. The yellow solution was stirred at room temperature for 1.5 hours and subsequently admixed with 0.34 g (1.8 mmol) of TiCl4. The reaction mixture was stirred at room temperature for 18 hours, subsequently filtered and the solvent was removed in an oil pump vacuum... Starting materials: C(CCCCCCCCCCC)C1=C(C=CC=C1)O (dodecyl phenol), [S] (sulphur), [OH-].[Na+] (caustic soda), S (hydrogen sulphide), [OH-].[Na+] (caustic soda). Yields the product C(CCCCCCCCCCC)C=1C2(C(C=CC1)(O)S2)CCCCCCCCCCCC (bis dodecyl phenol sulphide). As a reaction SMILES: [CH2:1]([C:13]1[CH:18]=[CH:17][CH:16]=[CH:15][C:14]=1[OH:19])[CH2:2][CH2:3][CH2:4][CH2:5][CH2:6][CH2:7][CH2:8][CH2:9][CH2:10][CH2:11][CH3:12].[S].[OH-].[Na+].[SH2:23]>>[CH2:10]([C:18]1[C:13]2([CH2:1][CH2:2][CH2:3][CH2:4][CH2:5][CH2:6][CH2:7][CH2:8][CH2:9][CH2:10][CH2:11][CH3:12])[S:23][C:14]2([OH:19])[CH:15]=[CH:16][CH:17]=1)[CH2:9][CH2:8][CH2:7][CH2:6][CH2:5][CH2:4][CH2:3][CH2:2][CH2:1][CH2:13][CH3:14] |f:2.3,^3:19|. Procedure details: A mixture of dodecyl phenol (1.0m., 262g.), sulphur (1.0m., 32g.) and caustic soda (8g.) was heated, with stirring, under nitrogen, at 160° C until the evolution of hydrogen sulphide ceased (42 hrs.). The caustic soda was neutralized with 10 ml. of phosphoric acid (SG = 1.75) and the mixture was then filtered. %S of Product = 5.85 (calc. = 5.8). Starting materials: O (water), C(C)(C)N(C(C)C)CC (N,N-diisopropylethylamine), BrCC(=O)OC (methyl bromoacetate), NCCCNC(=O)C1=CNC(=C1)C1=NC=CC(=C1)OC1=CC(=C(C=C1)NC(=O)NC1=C(C=CC(=C1)C)F)F (N-(3-aminopropyl)-5-{4-[3-fluoro-4-({[(2-fluoro-5-methylphenyl)amino]carbonyl}amino)phenoxy]pyridin-2-yl}-1H-pyrrole-3-carboxamide), C1CCOC1 (THF). Run at temperature 55 celsius. Yields the product FC=1C=C(OC2=CC(=NC=C2)C2=CC(=CN2)C(=O)NCCCN(CC(=O)OC)CC(=O)OC)C=CC1NC(=O)NC1=C(C=CC(=C1)C)F (dimethyl 2,2′-[(3-{[(5-{4-[3-fluoro-4-({[(2-fluoro-5-methylphenyl)amino]carbonyl}amino)phenoxy]pyridin-2-yl}-1H-pyrrol-3-yl)carbonyl]amino}propyl)imino]diacetate). As a reaction SMILES: [NH2:1][CH2:2][CH2:3][CH2:4][NH:5][C:6]([C:8]1[CH:12]=[C:11]([C:13]2[CH:18]=[C:17]([O:19][C:20]3[CH:25]=[CH:24][C:23]([NH:26][C:27]([NH:29][C:30]4[CH:35]=[C:34]([CH3:36])[CH:33]=[CH:32][C:31]=4[F:37])=[O:28])=[C:22]([F:38])[CH:21]=3)[CH:16]=[CH:15][N:14]=2)[NH:10][CH:9]=1)=[O:7].C(N(CC)C(C)C)(C)C.Br[CH2:49][C:50]([O:52][CH3:53])=[O:51].[OH2:54].C1[CH2:59][O:58][CH2:57][CH2:56]1>>[F:38][C:22]1[CH:21]=[C:20]([CH:25]=[CH:24][C:23]=1[NH:26][C:27]([NH:29][C:30]1[CH:35]=[C:34]([CH3:36])[CH:33]=[CH:32][C:31]=1[F:37])=[O:28])[O:19][C:17]1[CH:16]=[CH:15][N:14]=[C:13]([C:11]2[NH:10][CH:9]=[C:8]([C:6]([NH:5][CH2:4][CH2:3][CH2:2][N:1]([CH2:56][C:57]([O:58][CH3:59])=[O:54])[CH2:49][C:50]([O:52][CH3:53])=[O:51])=[O:7])[CH:12]=2)[CH:18]=1. Reported procedure: To a stirred suspension of N-(3-aminopropyl)-5-{4-[3-fluoro-4-({[(2-fluoro-5-methylphenyl)amino]carbonyl}amino)phenoxy]pyridin-2-yl}-1H-pyrrole-3-carboxamide (240 mg, 0.46 mmol) in 10 ml of anhydrous THF were added N,N-diisopropylethylamine (1 ml, 5.6 mmol) and methyl bromoacetate (300 mg, 2.0 mmol). The mixture was heated at 55° C. for 3 hours and poured into 100 ml of water with vigorous stirring. The precipitates were filtered and dried in vacuo to give the crude, which was purified by silica... Starting materials: C(#N)N=C(N[C@H]1C(N(C[C@@H](CC1)C1=C(C(=CC=C1)F)F)CC)=O)OC1=CC=CC=C1 (phenyl N′-cyano-N-[(3R,6S)-6-(2,3-difluorophenyl)-1-ethyl-2-oxoazepan-3-yl]imidocarbamate), Cl.Cl.O=C1N(C=2C(=NC=CC2)N1)C1CCNCC1 (2-oxo-1-(4-piperidinyl)-2,3-dihydro-1H-imidazo[4,5-b]pyridine dihydrochloride), C(C)(C)N(C(C)C)CC (N,N-diisopropylethylamine). Run in C(CCCC)O (1-pentanol). Yields the product C(#N)N(C(=N)N1CCC(CC1)N1C(NC2=NC=CC=C21)=O)[C@H]2C(N(C[C@@H](CC2)C2=C(C(=CC=C2)F)F)CC)=O (N-Cyano-N-[(3R,6S)-6-(2,3-difluorophenyl)-1-ethyl-2-oxoazepan-3-yl]-4-(2-oxo-2,3-dihydro-1H-imidazo[4,5-b]pyridin-1-yl)piperidine-1-carboximidamide). The yield is 4.6%. As a reaction SMILES: C([N:3]=[C:4](OC1C=CC=CC=1)[NH:5][C@@H:6]1[CH2:12][CH2:11][C@@H:10]([C:13]2[CH:18]=[CH:17][CH:16]=[C:15]([F:19])[C:14]=2[F:20])[CH2:9][N:8]([CH2:21][CH3:22])[C:7]1=[O:23])#N.Cl.Cl.[O:33]=[C:34]1[NH:42][C:37]2=[N:38][CH:39]=[CH:40][CH:41]=[C:36]2[N:35]1[CH:43]1[CH2:48][CH2:47][NH:46][CH2:45][CH2:44]1.[CH:49]([N:52](CC)C(C)C)(C)C>C(O)CCCC>[C:49]([N:5]([C@@H:6]1[CH2:12][CH2:11][C@@H:10]([C:13]2[CH:18]=[CH:17][CH:16]=[C:15]([F:19])[C:14]=2[F:20])[CH2:9][N:8]([CH2:21][CH3:22])[C:7]1=[O:23])[C:4]([N:46]1[CH2:47][CH2:48][CH:43]([N:35]2[C:36]3[C:37](=[N:38][CH:39]=[CH:40][CH:41]=3)[NH:42][C:34]2=[O:33])[CH2:44][CH2:45]1)=[NH:3])#[N:52] |f:1.2.3|. Reported procedure: A solution of phenyl N′-cyano-N-[(3R,6S)-6-(2,3-difluorophenyl)-1-ethyl-2-oxoazepan-3-yl]imidocarbamate (166 mg, 0.402 mmol) and 2-oxo-1-(4-piperidinyl)-2,3-dihydro-1H-imidazo[4,5-b]pyridine dihydrochloride (116 mg, 0.402 mmol), in 1-pentanol (10 mL) was treated with N,N-diisopropylethylamine (52 mg, 0.402 mmol). This mixture was heated to reflux for 24 h. Concentration and purification by silica gel chromatography (0%→10% methanol/dichloromethane) followed by reverse phase HPLC (C-18, 95% water...